Dataset: the Open Reaction Database (ORD), a public repository of structured organic reaction records. Task: describe an organic reaction: reactants, conditions, products, and yield Reactants: O=C([O-])[O-], Cc1ncc[nH]1, [Cs+], [Cs+], O=[N+]([O-])c1ccc(F)cc1, CN(C)C=O. The product is Cc1nccn1-c1ccc([N+](=O)[O-])cc1. As a reaction SMILES: [C:17](=[O:18])([O-:19])[O-:20].[CH3:11][c:12]1[nH:13][cH:14][cH:15][n:16]1.[Cs+:21].[Cs+:22].[F:1][c:2]1[cH:3][cH:4][c:5]([N+:8](=[O:9])[O-:10])[cH:6][cH:7]1.[O:23]=[CH:24][N:25]([CH3:26])[CH3:27]>>[c:2]1(-[n:13]2[c:12]([CH3:11])[n:16][cH:15][cH:14]2)[cH:3][cH:4][c:5]([N+:8](=[O:9])[O-:10])[cH:6][cH:7]1. Starting materials: Brc1nc2ccccc2s1, CC(C)(C)OC(=O)NCCN, ClC(Cl)Cl. Product: CC(C)(C)OC(=O)NCCNc1nc2ccccc2s1. RXN SMILES: [Br:1][c:2]1[s:3][c:4]2[c:5]([n:6]1)[cH:7][cH:8][cH:9][cH:10]2.[C:11]([CH3:12])([CH3:13])([CH3:14])[O:15][C:16]([NH:17][CH2:18][CH2:19][NH2:20])=[O:21].[CH:22]([Cl:23])([Cl:24])[Cl:25]>>[c:2]1([NH:20][CH2:19][CH2:18][NH:17][C:16]([O:15][C:11]([CH3:12])([CH3:13])[CH3:14])=[O:21])[s:3][c:4]2[c:5]([n:6]1)[cH:7][cH:8][cH:9][cH:10]2.